describe an organic reaction: reactants, conditions, products, and yield From a dataset of the Open Reaction Database (ORD), a public repository of structured organic reaction records. Reactants: BrC1=CC=C(C=C1)CC(C(=O)OCC)=C (ethyl 4-bromo-α-methylenebenzenepropanoate), C1(=CC=CC=C1)COC(=O)NC(C)P(O)=O ([1-[[(phenylmethoxy)carbonyl]amino]ethyl]phosphinic acid). Yields the product BrC1=CC=C(C=C1)CC(C(=O)OCC)CP(=O)(C(C)NC(=O)OCC1=CC=CC=C1)O (Ethyl 3-(4-bromophenyl)-2-[[hydroxy[1-[[(phenylmethoxy)carbonyl]amino]ethyl]phosphinyl]methyl]propanoate). Isolated yield 90.0%. Reaction SMILES: [Br:1][C:2]1[CH:7]=[CH:6][C:5]([CH2:8][C:9](=[CH2:15])[C:10]([O:12][CH2:13][CH3:14])=[O:11])=[CH:4][CH:3]=1.[C:16]1([CH2:22][O:23][C:24]([NH:26][CH:27]([PH:29](=[O:31])[OH:30])[CH3:28])=[O:25])[CH:21]=[CH:20][CH:19]=[CH:18][CH:17]=1>>[Br:1][C:2]1[CH:3]=[CH:4][C:5]([CH2:8][CH:9]([CH2:15][P:29]([OH:31])([CH:27]([NH:26][C:24]([O:23][CH2:22][C:16]2[CH:21]=[CH:20][CH:19]=[CH:18][CH:17]=2)=[O:25])[CH3:28])=[O:30])[C:10]([O:12][CH2:13][CH3:14])=[O:11])=[CH:6][CH:7]=1. Procedure: The process is performed according to the operating conditions described in 5.3., starting with 2.6 g (9.67 mmol) of ethyl 4-bromo-α-methylenebenzenepropanoate and 2 g (8.23 mmol) of [1-[[(phenylmethoxy)carbonyl]amino]ethyl]phosphinic acid. 3.79 g of product are recovered (yield=90%).